Dataset: the Open Reaction Database (ORD), a public repository of structured organic reaction records. Task: describe an organic reaction: reactants, conditions, products, and yield Isolated yield 20.5%. Reaction conditions: temperature 5 celsius, time 3 hour. The product is C(C=C)N1CCC[C@H]2C3=C(CC[C@H]12)C=C(C=C3)NS(=O)(=O)C3=CC=C(C=C3)C(C)C (N-((4aS,10bS)-4-Allyl-1,2,3,4,4a,5,6,10b-octahydro-benzo[f]quinolin-8-yl)-4-isopropyl-benzenesulfonamide). Run in C(C)(=O)OCC (ethyl acetate), N1=CC=CC=C1.ClCCl (pyridine dichloromethane). Reactants: C(C)(C)C1=CC=C(C=C1)S(=O)(=O)Cl (4-Isopropylbenzenesulfonyl chloride), C(C=C)N1CCC[C@H]2C3=C(CC[C@H]12)C=C(C=C3)N ((4aS,10bS)-4-Allyl-1,2,3,4,4a,5,6,10b-octahydro-benzo[f]quinolin-8-ylamine), Cl (HCl). Procedure: (4aS,10bS)-4-Allyl-1,2,3,4,4a,5,6,10b-octahydro-benzo[f]quinolin-8-ylamine (60 mg, 0.23 mmol) was dissolved in pyridine-dichloromethane (1:2, 7.5 mL) and cooled to 5° C. 4-Isopropylbenzenesulfonyl chloride (50 mg, 0.24 mmol) was added and the solution stirred at 5° C. for 3 h. Solution was evaporated, partitioned between ethyl acetate and water, and the organic phase separated and dried over MgSO4. The filtered solution was concentrated and separated by column chromatography (dichloromethane-3% ... Reaction SMILES: [CH2:1]([N:4]1[C@@H:13]2[C@H:8]([C:9]3[CH:17]=[CH:16][C:15]([NH2:18])=[CH:14][C:10]=3[CH2:11][CH2:12]2)[CH2:7][CH2:6][CH2:5]1)[CH:2]=[CH2:3].[CH:19]([C:22]1[CH:27]=[CH:26][C:25]([S:28](Cl)(=[O:30])=[O:29])=[CH:24][CH:23]=1)([CH3:21])[CH3:20].Cl>N1C=CC=CC=1.ClCCl.C(OCC)(=O)C>[CH2:1]([N:4]1[C@@H:13]2[C@H:8]([C:9]3[CH:17]=[CH:16][C:15]([NH:18][S:28]([C:25]4[CH:26]=[CH:27][C:22]([CH:19]([CH3:21])[CH3:20])=[CH:23][CH:24]=4)(=[O:30])=[O:29])=[CH:14][C:10]=3[CH2:11][CH2:12]2)[CH2:7][CH2:6][CH2:5]1)[CH:2]=[CH2:3] |f:3.4|. The reactants are Cc1oc(-c2ccc(C(=O)O)cc2)nc1COc1cccc(C(O)(C(F)(F)F)C(F)(F)F)c1, CNC, CCN=C=NCCCN(C)C, ClCCl, Cl, O, On1nnc2ccccc21. Yields the product Cc1oc(-c2ccc(C(=O)N(C)C)cc2)nc1COc1cccc(C(O)(C(F)(F)F)C(F)(F)F)c1. Reaction SMILES: [CH3:1][c:2]1[c:3]([CH2:16][O:17][c:18]2[cH:19][c:20]([C:24]([C:25]([F:26])([F:27])[F:28])([C:29]([F:30])([F:31])[F:32])[OH:33])[cH:21][cH:22][cH:23]2)[n:4][c:5](-[c:7]2[cH:8][cH:9][c:10]([C:11](=[O:12])[OH:13])[cH:14][cH:15]2)[o:6]1.[CH3:34][NH:35][CH3:36].[CH3:38][CH2:39][N:40]=[C:41]=[N:42][CH2:43][CH2:44][CH2:45][N:46]([CH3:47])[CH3:48].[Cl:59][CH2:60][Cl:61].[ClH:37].[OH2:62].[OH:49][n:50]1[c:51]2[c:52]([cH:53][cH:54][cH:55][cH:56]2)[n:57][n:58]1>>[CH3:1][c:2]1[c:3]([CH2:16][O:17][c:18]2[cH:19][c:20]([C:24]([C:25]([F:26])([F:27])[F:28])([C:29]([F:30])([F:31])[F:32])[OH:33])[cH:21][cH:22][cH:23]2)[n:4][c:5](-[c:7]2[cH:8][cH:9][c:10]([C:11](=[O:12])[N:35]([CH3:34])[CH3:36])[cH:14][cH:15]2)[o:6]1. Starting materials: CC(C)N1C(=O)C2=CC=CC=C2NS1(=O)=O (bentazone), CNC (dimethylamine). Solvent: ClCCCl (1,2-dichloroethane). Product: CC(C)N1C(=O)C2=CC=CC=C2NS1(=O)=O.C[NH2+]C (bentazone dimethylammonium). As a reaction SMILES: [CH3:1][CH:2]([N:4]1[S:14](=[O:16])(=[O:15])[NH:13][C:12]2[C:7](=[CH:8][CH:9]=[CH:10][CH:11]=2)[C:5]1=[O:6])[CH3:3].[CH3:17][NH:18][CH3:19]>ClCCCl>[CH3:3][CH:2]([N:4]1[S:14](=[O:16])(=[O:15])[NH:13][C:12]2[C:7](=[CH:8][CH:9]=[CH:10][CH:11]=2)[C:5]1=[O:6])[CH3:1].[CH3:17][NH2+:18][CH3:19] |f:3.4|. Procedure details: A solution of 24 g of bentazone (IIa) in 216 g of 1,2-dichloroethane was treated with 22.5 g of a 20% strength aqueous solution of dimethylamine with stirring at 30°-50° C. After addition was complete, the aqueous phase was separated off at 50°-60° C. and evaporated to dryness under reduced pressure and at 50°-60° C. 28 g of bentazone-dimethylammonium (m.p. 145°-147° C.; purity >99% according to HPLC analysis for bentazone and titration for dimethylammonium) were obtained. The reactants are [OH-].OC1=C(SC2=[N+]1CCC1=C2SC=C1)C1=CC=CC=C1 (5,6-dihydro-3-hydroxy-2-phenylthiazolo[3,2-a]thieno[2,3-c]pyridinium hydroxide), C(C)OC(C#C)OCC (3,3-diethoxypropyne), C1(=CC=C(C=C1)S(=O)(=O)O)C (p-toluenesulfonic acid). Solvent: C1(CCCCC1)=O (cyclohexanone). The product is O=C1N2CCC3=C(C2=C(C=C1C1=CC=CC=C1)C=O)SC=C3 (4,5-dihydro-7-oxo-8-phenyl-7H-thieno[2,3-a]quinolizine-10-carboxaldehyde). RXN SMILES: [OH-].[OH:2][C:3]1[N+:7]2[CH2:8][CH2:9][C:10]3[CH:14]=[CH:13][S:12][C:11]=3[C:6]=2S[C:4]=1[C:15]1[CH:20]=[CH:19][CH:18]=[CH:17][CH:16]=1.C([O:23][CH:24](OCC)[C:25]#[CH:26])C.C1(C)C=CC(S(O)(=O)=O)=CC=1>C1(=O)CCCCC1>[O:2]=[C:3]1[C:4]([C:15]2[CH:20]=[CH:19][CH:18]=[CH:17][CH:16]=2)=[CH:26][C:25]([CH:24]=[O:23])=[C:6]2[N:7]1[CH2:8][CH2:9][C:10]1[CH:14]=[CH:13][S:12][C:11]=12 |f:0.1|. Reported procedure: A mixture of 0.855 g of 5,6-dihydro-3-hydroxy-2-phenylthiazolo[3,2-a]thieno[2,3-c]pyridinium hydroxide (internal salt) and 0.65 ml of 3,3-diethoxypropyne in 30 ml of cyclohexanone was stirred with a few crystals of p-toluenesulfonic acid at 130° for 3 hours under an inert gas and then concentrated in vacuo. The residue was taken up in ethyl acetate, washed with 10 percent potassium bicarbonate solution and saturated sodium chloride solution, dried over magnesium sulfate, concentrated and chromat... As a reaction SMILES: [C:41](=[O:42])([O-:43])[O-:44].[CH2:18]([c:19]1[cH:20][cH:21][cH:22][cH:23][cH:24]1)[O:25][c:26]1[n:27][cH:28][cH:29][cH:30][c:31]1[B:32]1[O:33][C:34]([CH3:35])([CH3:36])[C:37]([CH3:38])([CH3:39])[O:40]1.[CH3:1][O:2][C:3]([c:4]1[c:5]([Br:16])[cH:6][c:7]([C:12]([CH3:13])([CH3:14])[CH3:15])[c:8]([O:10][CH3:11])[cH:9]1)=[O:17].[CH3:47][OH:48].[Cl:126][CH2:127][Cl:128].[Na+:45].[Na+:46].[cH:49]1[cH:50][cH:51][c:52]([P:53]([Pd:54]([P:55]([c:56]2[cH:57][cH:58][cH:59][cH:60][cH:61]2)([c:62]2[cH:63][cH:64][cH:65][cH:66][cH:67]2)[c:68]2[cH:69][cH:70][cH:71][cH:72][cH:73]2)([P:74]([c:75]2[cH:76][cH:77][cH:78][cH:79][cH:80]2)([c:81]2[cH:82][cH:83][cH:84][cH:85][cH:86]2)[c:87]2[cH:88][cH:89][cH:90][cH:91][cH:92]2)[P:93]([c:94]2[cH:95][cH:96][cH:97][cH:98][cH:99]2)([c:100]2[cH:101][cH:102][cH:103][cH:104][cH:105]2)[c:106]2[cH:107][cH:108][cH:109][cH:110][cH:111]2)([c:112]2[cH:113][cH:114][cH:115][cH:116][cH:117]2)[c:118]2[cH:119][cH:120][cH:121][cH:122][cH:123]2)[cH:124][cH:125]1>>[CH3:1][O:2][C:3]([c:4]1[c:5](-[c:31]2[c:26]([O:25][CH2:18][c:19]3[cH:20][cH:21][cH:22][cH:23][cH:24]3)[n:27][cH:28][cH:29][cH:30]2)[cH:6][c:7]([C:12]([CH3:13])([CH3:14])[CH3:15])[c:8]([O:10][CH3:11])[cH:9]1)=[O:17]. Reactants: O=C([O-])[O-], CC1(C)OB(c2cccnc2OCc2ccccc2)OC1(C)C, COC(=O)c1cc(OC)c(C(C)(C)C)cc1Br, CO, ClCCl, [Na+], [Na+], c1ccc(P(c2ccccc2)(c2ccccc2)[Pd](P(c2ccccc2)(c2ccccc2)c2ccccc2)(P(c2ccccc2)(c2ccccc2)c2ccccc2)P(c2ccccc2)(c2ccccc2)c2ccccc2)cc1. The product is COC(=O)c1cc(OC)c(C(C)(C)C)cc1-c1cccnc1OCc1ccccc1. The reactants are ClC1=C(C(=CC=C1)F)C1=NN(C(N1)=O)C1=CC=C(C(=O)OC)C=C1 (methyl 4-[3-(2-chloro-6-fluorophenyl)-5-oxo-4,5-dihydro-1H-1,2,4-triazol-1-yl]benzoate), FC1=C(N)C=CC(=C1)C (2-fluoro-4-methyl aniline), C[Al](C)C (trimethyl aluminium). Yields the product ClC1=C(C(=CC=C1)F)C1=NN(C(N1)=O)C1=CC=C(C(=O)NC2=C(C=C(C=C2)C)F)C=C1 (4-(3-(2-Chloro-6-fluorophenyl)-5-oxo-4,5-dihydro-1H-1,2,4-triazol-1-yl)-N-(2-fluoro-4-methylphenyl)benzamide). Isolated yield 44.6%. Reaction SMILES: [Cl:1][C:2]1[CH:7]=[CH:6][CH:5]=[C:4]([F:8])[C:3]=1[C:9]1[NH:13][C:12](=[O:14])[N:11]([C:15]2[CH:24]=[CH:23][C:18]([C:19](OC)=[O:20])=[CH:17][CH:16]=2)[N:10]=1.[F:25][C:26]1[CH:32]=[C:31]([CH3:33])[CH:30]=[CH:29][C:27]=1[NH2:28].C[Al](C)C>>[Cl:1][C:2]1[CH:7]=[CH:6][CH:5]=[C:4]([F:8])[C:3]=1[C:9]1[NH:13][C:12](=[O:14])[N:11]([C:15]2[CH:16]=[CH:17][C:18]([C:19]([NH:28][C:27]3[CH:29]=[CH:30][C:31]([CH3:33])=[CH:32][C:26]=3[F:25])=[O:20])=[CH:23][CH:24]=2)[N:10]=1. Procedure: The title compound was prepared according to the procedure described in Example-31, by using methyl 4-[3-(2-chloro-6-fluorophenyl)-5-oxo-4,5-dihydro-1H-1,2,4-triazol-1-yl]benzoate (step-2 of Intermediate-9, 0.100 g, 0.28 mmol), 2-fluoro-4-methyl aniline (0.054 g, 0.43 mmol) and trimethyl aluminium (2M solution in toluene) (0.5 mL) to afford 0.055 g of desired product. 1H NMR (DMSO-d6): δ 2.30 (s, 3H), 7.00 (d, J=7.8 Hz, 1H), 7.11 (d, J=11.7 Hz, 1H), 7.39-7.48 (m, 2H), 7.51-7.58 (d, 1H), 7.65-7.7... Starting materials: Br (HBr), COC1=C(C=CC=C1)C1=CC(=CC=C1)[N+](=O)[O-] (2-Methoxy-3'-nitrobiphenyl). Run in CC(=O)O (HOAc). The product is OC1=C(C=CC=C1)C1=CC(=CC=C1)[N+](=O)[O-] (2-hydroxy-3'-nitrobiphenyl). RXN SMILES: C[O:2][C:3]1[CH:8]=[CH:7][CH:6]=[CH:5][C:4]=1[C:9]1[CH:14]=[CH:13][CH:12]=[C:11]([N+:15]([O-:17])=[O:16])[CH:10]=1.Br>CC(O)=O>[OH:2][C:3]1[CH:8]=[CH:7][CH:6]=[CH:5][C:4]=1[C:9]1[CH:14]=[CH:13][CH:12]=[C:11]([N+:15]([O-:17])=[O:16])[CH:10]=1. Reported procedure: 2-Methoxy-3'-nitrobiphenyl (9.00 g, 3.9 mmol) was heated at reflux with HOAc (50 mL) and 48% HBr (50 mL) for 8 h. The solution was then concentrated in vacuo, poured into ice-cold H2O (300 mL) and extracted with CH2Cl2. The organic layer was dried, evaporated and recrystallized (50% aq MeOH) to afford 2-hydroxy-3'-nitrobiphenyl as yellow needles; 6.12 g (73%); mp 99.5°-100° C. Starting materials: CCN=C=NCCCN(C)C, COc1ccc2[nH]cc(CCN)c2c1, CN(C)C=O, Cl, O=C(NC(Cc1ccccc1)C(=O)O)c1cc2cc(F)ccc2[nH]1. The product is COc1ccc2[nH]cc(CCNC(=O)C(Cc3ccccc3)NC(=O)c3cc4cc(F)ccc4[nH]3)c2c1. RXN SMILES: [CH3:26][N:27]([CH3:28])[CH2:29][CH2:30][CH2:31][N:32]=[C:33]=[N:34][CH2:35][CH3:36].[CH3:37][O:38][c:39]1[cH:40][cH:41][c:42]2[nH:43][cH:44][c:45]([CH2:46][CH2:47][NH2:48])[c:49]2[cH:50]1.[CH3:51][N:52]([CH3:53])[CH:54]=[O:55].[ClH:25].[F:1][c:2]1[cH:3][c:4]2[cH:5][c:6]([C:11](=[O:12])[NH:13][CH:14]([C:15](=[O:16])[OH:17])[CH2:18][c:19]3[cH:20][cH:21][cH:22][cH:23][cH:24]3)[nH:7][c:8]2[cH:9][cH:10]1>>[F:1][c:2]1[cH:3][c:4]2[cH:5][c:6]([C:11](=[O:12])[NH:13][CH:14]([C:15](=[O:16])[NH:48][CH2:47][CH2:46][c:45]3[cH:44][nH:43][c:42]4[cH:41][cH:40][c:39]([O:38][CH3:37])[cH:50][c:49]43)[CH2:18][c:19]3[cH:20][cH:21][cH:22][cH:23][cH:24]3)[nH:7][c:8]2[cH:9][cH:10]1. The reactants are CCCCCCC(=O)O, [Li]CCCC, CI, CC(C)NC(C)C, Cl, C1CCOC1. Product: CCCCCC(C)C(=O)O. RXN SMILES: [C:13]([CH2:14][CH2:15][CH2:16][CH2:17][CH2:18][CH3:19])(=[O:20])[OH:21].[CH2:8]([Li:9])[CH2:10][CH2:11][CH3:12].[CH3:22][I:23].[CH:1]([NH:2][CH:3]([CH3:4])[CH3:5])([CH3:6])[CH3:7].[ClH:24].[O:25]1[CH2:26][CH2:27][CH2:28][CH2:29]1>>[CH3:1][CH:14]([C:13](=[O:20])[OH:21])[CH2:15][CH2:16][CH2:17][CH2:18][CH3:19]. Reactants: ICCC1=CC=C(C=C1)C(CCCCCCC)=O (4′-(2-iodoethyl)octanophenone), C(C)[SiH](CC)CC (triethylsilane). Run in FC(C(=O)O)(F)F (trifluoroacetic acid). Conditions: time 2 hour. The product is C(CCCCCCC)C1=CC=C(C=C1)CCI (2-(4-octylphenyl)ethyl iodide). RXN SMILES: [I:1][CH2:2][CH2:3][C:4]1[CH:9]=[CH:8][C:7]([C:10](=O)[CH2:11][CH2:12][CH2:13][CH2:14][CH2:15][CH2:16][CH3:17])=[CH:6][CH:5]=1.C([SiH](CC)CC)C>FC(F)(F)C(O)=O>[CH2:10]([C:7]1[CH:6]=[CH:5][C:4]([CH2:3][CH2:2][I:1])=[CH:9][CH:8]=1)[CH2:11][CH2:12][CH2:13][CH2:14][CH2:15][CH2:16][CH3:17]. Procedure: To a solution of 4′-(2-iodoethyl)octanophenone (200 g) in trifluoroacetic acid (319 ml) is added triethylsilane (195.7 ml) under ice-cooling, and the mixture is stirred at room temperature for 2 hr. The reaction mixture is concentrated, and the residue is distilled away under reduced pressure to give the title compound (7) as a pale-red oil. The resulting Compound (7) has the same physico-chemical characteristics as indicated in Example 15.